Dataset: the Open Reaction Database (ORD), a public repository of structured organic reaction records. Task: describe an organic reaction: reactants, conditions, products, and yield The reactants are C=CCCCBr, C=CCNC(=O)OC(C)(C)C, [H-], [Na+], CN(C)C=O. The product is C=CCCCN(CC=C)C(=O)OC(C)(C)C. Reaction SMILES: [Br:14][CH2:15][CH2:16][CH2:17][CH:18]=[CH2:19].[CH2:3]([CH:4]=[CH2:5])[NH:6][C:7]([O:8][C:9]([CH3:10])([CH3:11])[CH3:12])=[O:13].[H-:2].[Na+:1].[O:20]=[CH:21][N:22]([CH3:23])[CH3:24]>>[CH2:3]([CH:4]=[CH2:5])[N:6]([C:7]([O:8][C:9]([CH3:10])([CH3:11])[CH3:12])=[O:13])[CH2:15][CH2:16][CH2:17][CH:18]=[CH2:19]. Procedure: A mixture of 14g of 5-chloro-3-[2(1,3-dioxolan-2-yl)propyl]-1-(4-fluorophenyl)indole, 112 ml of 96% ethyl alcohol, and 12 ml of 6N hydrochloric acid are heated to reflux for 30 minutes. The reaction mixture is concentrated then dissolved in water and extracted with ether. The organic phase is washed in water, dried, concentrated and then distilled. As a reaction SMILES: [Cl:1][C:2]1[CH:3]=[C:4]2[C:8](=[CH:9][CH:10]=1)[N:7]([C:11]1[CH:16]=[CH:15][C:14]([F:17])=[CH:13][CH:12]=1)[CH:6]=[C:5]2[CH2:18]C(C1OCCO1)C.Cl.[CH2:27]([OH:29])[CH3:28]>>[Cl:1][C:2]1[CH:3]=[C:4]2[C:8](=[CH:9][CH:10]=1)[N:7]([C:11]1[CH:16]=[CH:15][C:14]([F:17])=[CH:13][CH:12]=1)[CH:6]=[C:5]2[CH2:18][C:27](=[O:29])[CH3:28]. Starting materials: 14g, ClC=1C=C2C(=CN(C2=CC1)C1=CC=C(C=C1)F)CC(C)C1OCCO1 (5-chloro-3-[2(1,3-dioxolan-2-yl)propyl]-1-(4-fluorophenyl)indole), Cl (hydrochloric acid), C(C)O (ethyl alcohol). The product is ClC=1C=C2C(=CN(C2=CC1)C1=CC=C(C=C1)F)CC(C)=O (5-chloro-1-(4-fluorophenyl)-3-(2-oxo-propyl)indole). Reactants: CCOC(=O)c1cc([N+](=O)[O-])c(Sc2ccc(O)cc2)s1, CO, Cl, [Li+], [OH-], O. Yields the product O=C(O)c1cc([N+](=O)[O-])c(Sc2ccc(O)cc2)s1. As a reaction SMILES: [CH2:1]([CH3:2])[O:3][C:4](=[O:5])[c:6]1[s:7][c:8]([S:14][c:15]2[cH:16][cH:17][c:18]([OH:21])[cH:19][cH:20]2)[c:9]([N+:11](=[O:12])[O-:13])[cH:10]1.[CH3:26][OH:27].[ClH:24].[Li+:22].[OH-:23].[OH2:25]>>[O:3]=[C:4]([OH:5])[c:6]1[s:7][c:8]([S:14][c:15]2[cH:16][cH:17][c:18]([OH:21])[cH:19][cH:20]2)[c:9]([N+:11](=[O:12])[O-:13])[cH:10]1. The reactants are C1(C=2C(C(N1CC=1SC(=CC1)C(CC)=O)=O)=CC=CC2)=O (2-Phthalimidomethyl-5-propionylthiophene), BrBr (bromine). Run in C(Cl)Cl (methylene chloride). Yields the product BrC(C(=O)C1=CC=C(S1)CN1C(C=2C(C1=O)=CC=CC2)=O)C (5-(2-Bromopropionyl)-2-(phthalimidomethyl) thiophene). As a reaction SMILES: [C:1]1(=[O:21])[N:5]([CH2:6][C:7]2[S:8][C:9]([C:12](=[O:15])[CH2:13][CH3:14])=[CH:10][CH:11]=2)[C:4](=[O:16])[C:3]2=[CH:17][CH:18]=[CH:19][CH:20]=[C:2]12.[Br:22]Br>C(Cl)Cl>[Br:22][CH:13]([CH3:14])[C:12]([C:9]1[S:8][C:7]([CH2:6][N:5]2[C:4](=[O:16])[C:3]3=[CH:17][CH:18]=[CH:19][CH:20]=[C:2]3[C:1]2=[O:21])=[CH:11][CH:10]=1)=[O:15]. Reported procedure: 2-Phthalimidomethyl-5-propionylthiophene (39.3 g., 0.13 mole) is dissolved in methylene chloride 300 ml.) and bromine (20.8 g., 0.13 mole) is added dropwise with stirring over 3/4 hours at room temperature. The solution is partially evaporated in vacuo to remove the hydrogen bromide. Then it is washed with saturated sodium carbonate solution and with water, dried over anhydrous sodium sulfate, filtered and concentrated in vacuo. This affords 5-(2-bromopropionyl)-2-(phthalimidomethyl) thiophene a... The reactants are CC(=O)OCC(=O)c1ccccc1, CO, Cl, [Na+], [OH-], O=C([O-])Cc1nc2ccccc2s1. The product is O=C1OCC(c2ccccc2)=C1c1nc2ccccc2s1. RXN SMILES: [C:1]([CH3:2])(=[O:3])[O:4][CH2:5][C:6](=[O:7])[c:8]1[cH:9][cH:10][cH:11][cH:12][cH:13]1.[CH3:30][OH:31].[ClH:29].[Na+:28].[OH-:27].[s:14]1[c:15]([CH2:23][C:24]([O-:25])=[O:26])[n:16][c:17]2[c:18]1[cH:19][cH:20][cH:21][cH:22]2>>[C:1]1(=[O:3])[C:2]([c:15]2[s:14][c:18]3[c:17]([n:16]2)[cH:22][cH:21][cH:20][cH:19]3)=[C:6]([c:8]2[cH:9][cH:10][cH:11][cH:12][cH:13]2)[CH2:5][O:4]1. Reactants: CC1=NOC(=C1CN1N=CC(=C1)N1C(NCC1=O)=O)C (3-(1-((3,5-dimethylisoxazol-4-yl)methyl)-1H-pyrazol-4-yl)imidazolidine-2,4-dione), BrCC1=CC=C(C=C1)C (1-(bromomethyl)-4-methylbenzene). Product: CC1=NOC(=C1CN1N=CC(=C1)N1C(N(CC1=O)CC1=CC=C(C=C1)C)=O)C (3-(1-((3,5-dimethylisoxazol-4-yl)methyl)-1H-pyrazol-4-yl)-1-(4-methylbenzyl)imidazolidine-2,4-dione). As a reaction SMILES: [CH3:1][C:2]1[C:6]([CH2:7][N:8]2[CH:12]=[C:11]([N:13]3[C:17](=[O:18])[CH2:16][NH:15][C:14]3=[O:19])[CH:10]=[N:9]2)=[C:5]([CH3:20])[O:4][N:3]=1.Br[CH2:22][C:23]1[CH:28]=[CH:27][C:26]([CH3:29])=[CH:25][CH:24]=1>>[CH3:1][C:2]1[C:6]([CH2:7][N:8]2[CH:12]=[C:11]([N:13]3[C:17](=[O:18])[CH2:16][N:15]([CH2:22][C:23]4[CH:28]=[CH:27][C:26]([CH3:29])=[CH:25][CH:24]=4)[C:14]3=[O:19])[CH:10]=[N:9]2)=[C:5]([CH3:20])[O:4][N:3]=1. Procedure: Prepared as in example 10-5 from 3-(1-((3,5-dimethylisoxazol-4-yl)methyl)-1H-pyrazol-4-yl)imidazolidine-2,4-dione (example 10-1) and 1-(bromomethyl)-4-methylbenzene. Yields 25%. MS M+H calculated 380.1; found 380.1. The title compound was shown to inhibit hT2R08 bitter receptor and had an IC50 of 0.06 uM.